From a dataset of the Open Reaction Database (ORD), a public repository of structured organic reaction records. describe an organic reaction: reactants, conditions, products, and yield Starting materials: FC1=C(C=C(C=C1)[N+](=O)[O-])CO ((2-fluoro-5-nitrophenyl)methanol), C(C)(C)N(CC)C(C)C (diisopropylethylamine), CN1CCNCCC1 (1-methyl-1,4-diazepane). The solvent is C(C)#N (acetonitrile). Yields the product CN1CCN(CCC1)C1=C(C=C(C=C1)[N+](=O)[O-])CO ((2-(4-methyl-1,4-diazepan-1-yl)-5-nitrophenyl)methanol). RXN SMILES: F[C:2]1[CH:7]=[CH:6][C:5]([N+:8]([O-:10])=[O:9])=[CH:4][C:3]=1[CH2:11][OH:12].C(N(C(C)C)CC)(C)C.[CH3:22][N:23]1[CH2:29][CH2:28][CH2:27][NH:26][CH2:25][CH2:24]1>C(#N)C>[CH3:22][N:23]1[CH2:29][CH2:28][CH2:27][N:26]([C:2]2[CH:7]=[CH:6][C:5]([N+:8]([O-:10])=[O:9])=[CH:4][C:3]=2[CH2:11][OH:12])[CH2:25][CH2:24]1. Procedure details: A mixture of (2-fluoro-5-nitrophenyl)methanol (4.500 g, 26.3 mmol), diisopropylethylamine (6.89 mL, 39.4 mmol), and 1-methyl-1,4-diazepane (4.25 mL, 34.2 mmol) in acetonitrile (150 mL) was refluxed for 24 hours. The solvent was evaporated. The residue was treated with saturated aqueous NaHCO3 and extracted with ethyl acetate (twice). The combined organic layers were dried over MgSO4 and filtered. The title compound was crystallized from the organic layers. Starting materials: CON=CC1=CC2=C(N(C=N2)C2=CC(=CC=C2)Br)C=C1 (1-(3-Bromophenyl)-5-formylbenzimidazole O-methyl oxime), N1C=NC=C1 (imidazole), C([O-])([O-])=O.[K+].[K+] (potassium carbonate), copper bronze, O (water). Solvent: CN1C(CCC1)=O (N-methyl-2-pyrrolidone), CO (methanol). Product: CON=CC1=CC2=C(N(C=N2)C2=CC(=CC=C2)N2C=NC=C2)C=C1 (1-(3-(1-Imidazolyl)phenyl)-5-formylbenzimidazole O-methyl oxime). As a reaction SMILES: [CH3:1][O:2][N:3]=[CH:4][C:5]1[CH:20]=[CH:19][C:8]2[N:9]([C:12]3[CH:17]=[CH:16][CH:15]=[C:14](Br)[CH:13]=3)[CH:10]=[N:11][C:7]=2[CH:6]=1.[NH:21]1[CH:25]=[CH:24][N:23]=[CH:22]1.C(=O)([O-])[O-].[K+].[K+].O>CN1CCCC1=O.CO>[CH3:1][O:2][N:3]=[CH:4][C:5]1[CH:20]=[CH:19][C:8]2[N:9]([C:12]3[CH:17]=[CH:16][CH:15]=[C:14]([N:21]4[CH:25]=[CH:24][N:23]=[CH:22]4)[CH:13]=3)[CH:10]=[N:11][C:7]=2[CH:6]=1 |f:2.3.4|. Procedure details: A mixture of 1-(3-bromophenyl)-5-formylbenzimidazol O-methyloxime (29a) from Example 8 (0.7 g, 2.13 mmol), imidazole (0.33 g, 4.85 mmol), potassium carbonate (0.29 g, 2.13 mmol) and a catalytic amount of copper-bronze in 5 ml N-methyl-2-pyrrolidone is heated to 140° C. under a stream of nitrogen for 24 hours. After cooling the mixture is poured into water. A small volume of methanol is added and the mixture is extracted with dichloromethane. The extract is dried over sodium sulfate and concentra... Starting materials: C=CCOc1cc(F)ccc1C(C)=O, ONCc1ccccc1, CCO, Cl. The product is CC12c3ccc(F)cc3OCC1CON2Cc1ccccc1. RXN SMILES: [CH2:11]([CH:12]=[CH2:13])[O:14][c:15]1[c:16]([C:22]([CH3:23])=[O:24])[cH:17][cH:18][c:19]([F:21])[cH:20]1.[CH2:1]([c:2]1[cH:3][cH:4][cH:5][cH:6][cH:7]1)[NH:8][OH:9].[CH3:25][CH2:26][OH:27].[ClH:10]>>[CH2:1]([c:2]1[cH:3][cH:4][cH:5][cH:6][cH:7]1)[N:8]1[O:9][CH2:13][CH:12]2[CH2:11][O:14][c:15]3[c:16]([cH:17][cH:18][c:19]([F:21])[cH:20]3)[C:22]12[CH3:23].